Dataset: the Open Reaction Database (ORD), a public repository of structured organic reaction records. Task: describe an organic reaction: reactants, conditions, products, and yield Reactants: ClC1=C(OCCCCOCC=O)C(=CC(=C1)OCC=C(Cl)Cl)Cl (4-(2,6-dichloro-4-(3,3-dichloro-2-propenyloxy)phenoxy)butyloxyacetaldehyde), crude product, ClC(C#N)(Cl)Cl (trichloroacetonitrile), Cl (hydrochloric acid). The reagents and catalysts are [Zn] (zinc). The solvent is CN(C=O)C (N,N-dimethylformamide). Product: ClC=1C=C(C=C(C1OCCCCOCC(C(Cl)(Cl)C#N)O)Cl)OCC=C(Cl)Cl (3,5-dichloro-1-(3,3-dichloro-2-propenyloxy)-4-(4-(3-cyano-3,3-dichloro-2-hydroxypropyloxy)butyloxy)benzene). Isolated yield 246.7%. As a reaction SMILES: [Cl:1][C:2]1[CH:16]=[C:15]([O:17][CH2:18][CH:19]=[C:20]([Cl:22])[Cl:21])[CH:14]=[C:13]([Cl:23])[C:3]=1[O:4][CH2:5][CH2:6][CH2:7][CH2:8][O:9][CH2:10][CH:11]=[O:12].[Cl:24][C:25](Cl)([Cl:28])[C:26]#[N:27].Cl>[Zn].CN(C)C=O>[Cl:1][C:2]1[CH:16]=[C:15]([O:17][CH2:18][CH:19]=[C:20]([Cl:22])[Cl:21])[CH:14]=[C:13]([Cl:23])[C:3]=1[O:4][CH2:5][CH2:6][CH2:7][CH2:8][O:9][CH2:10][CH:11]([OH:12])[C:25]([C:26]#[N:27])([Cl:28])[Cl:24]. Procedure details: To a mixture of 0.60 g of 4-(2,6-dichloro-4-(3,3-dichloro-2-propenyloxy)phenoxy)butyloxyacetaldehyde, 0.29 g of zinc dust and 10 ml of N,N-dimethylformamide was added 0.040 g of trichloroacetonitrile with stirring at room temperature. After stirring at room temperature for 2 hours, the reaction mixture was poured into 10 ml of diluted hydrochloric acid and extracted twice with diethyl ether. The diethyl ether layers were combined, washed with water; dried over magnesium sulfate and then evaporat...